This data is from the Open Reaction Database (ORD), a public repository of structured organic reaction records. The task is: describe an organic reaction: reactants, conditions, products, and yield Reactants: FC(C(C(F)(F)F)(O)C1=CC=C(C=C1)N1[C@H](CN(CC1)S(=O)(=O)C=1SC=CC1)CC1CCOCC1)(F)F (1,1,1,3,3,3-hexafluoro-2-(4-((2S)-2-(tetrahydro-2H-pyran-4-ylmethyl)-4-(2-thiophenylsulfonyl)-1-piperazinyl)phenyl)-2-propanol), C=1N=C(C2=C(N1)N(C=N2)[C@H]3[C@@H]([C@@H]([C@H](O3)COP(=O)(O)OP(=O)(O)OC[C@@H]4[C@H]([C@H]([C@@H](O4)N5C=CCC(=C5)C(=O)N)O)O)O)OP(=O)(O)O)N (NADPH). Yields the product FC(C(C(F)(F)F)(O)C1=CC=C(C=C1)N1[C@@H](CN(CC1)S(=O)(=O)C=1SC=CC1)CC1CCOCC1)(F)F (1,1,1,3,3,3-hexafluoro-2-(4-((2R)-2-(tetrahydro-2H-pyran-4-ylmethyl)-4-(2-thiophenylsulfonyl)-1-piperazinyl)phenyl)-2-propanol). Reaction SMILES: [F:1][C:2]([F:37])([F:36])[C:3]([C:9]1[CH:14]=[CH:13][C:12]([N:15]2[CH2:20][CH2:19][N:18]([S:21]([C:24]3[S:25][CH:26]=[CH:27][CH:28]=3)(=[O:23])=[O:22])[CH2:17][C@@H:16]2[CH2:29][CH:30]2[CH2:35][CH2:34][O:33][CH2:32][CH2:31]2)=[CH:11][CH:10]=1)([OH:8])[C:4]([F:7])([F:6])[F:5].C1N=C(N)C2N=CN([C@@H]3O[C@H](COP(OP(OC[C@H]4O[C@@H](N5C=C(C(N)=O)CC=C5)[C@H](O)[C@@H]4O)(O)=O)(O)=O)[C@@H](O)[C@H]3OP(O)(O)=O)C=2N=1>>[F:7][C:4]([F:5])([F:6])[C:3]([C:9]1[CH:14]=[CH:13][C:12]([N:15]2[CH2:20][CH2:19][N:18]([S:21]([C:24]3[S:25][CH:26]=[CH:27][CH:28]=3)(=[O:23])=[O:22])[CH2:17][C@H:16]2[CH2:29][CH:30]2[CH2:31][CH2:32][O:33][CH2:34][CH2:35]2)=[CH:11][CH:10]=1)([OH:8])[C:2]([F:36])([F:1])[F:37]. Procedure: 1,1,1,3,3,3-hexafluoro-2-(4-((2S)-2-(tetrahydro-2H-pyran-4-ylmethyl)-4-(2-thiophenylsulfonyl)-1-piperazinyl)phenyl)-2-propanol. 1H NMR (400 MHz, CD3OD) δ 7.89 (d, J=4.9 Hz, 1H), 7.70-7.61 (m, 1H), 7.55 (d, J=9.0 Hz, 2H), 7.31-7.23 (m, 1H), 6.96 (d, J=9.2 Hz, 2H), 4.18 (br. s., 1H), 3.95-3.64 (m, 4H), 3.60-3.44 (m, 1H), 3.40-3.23 (m, 2H), 2.70 (dd, J=2.9, 11.7 Hz, 1H), 2.57 (dt, J=3.6, 11.4 Hz, 1H), 1.86-1.65 (m, 2H), 1.65-1.38 (m, 3H), 1.38-1.08 (m, 3H). m/z (ESI, +ve ion) 573.0 (M+H)+. GK-GKRP ... Reactants: C(C1=CC=CC=C1)O[C@@H]1[C@H](N(C[C@H]1OCC1=CC=CC=C1)C)COCC1=CC=CC=C1 ((2R,3R,4R)-3,4-dibenzyloxy-2-benzyloxymethyl-1-methylpyrrolidine), C(C1=CC=CC=C1)O[C@@H]1[C@H](N(C[C@H]1OCC1=CC=CC=C1)C)COCC1=CC=CC=C1 ((2R,3R,4R)-3,4-dibenzyloxy-2-benzyloxymethyl-1-methylpyrrolidine), Cl (HCl). The reagents and catalysts are [Pd] (Pd/C). Run in C(C)O (ethanol). Reaction conditions: time 20 hour. Yields the product Cl.O[C@@H]1[C@H](N(C[C@H]1O)C)CO ((2R,3R,4R)-3,4-dihydroxy-2-hydroxymethyl-1-methylpyrrolidine, hydrochloride). Isolated yield 88.0%. RXN SMILES: C([O:8][C@H:9]1[C@H:13]([O:14]CC2C=CC=CC=2)[CH2:12][N:11]([CH3:22])[C@@H:10]1[CH2:23][O:24]CC1C=CC=CC=1)C1C=CC=CC=1.[ClH:32]>[Pd].C(O)C>[ClH:32].[OH:8][C@H:9]1[C@H:13]([OH:14])[CH2:12][N:11]([CH3:22])[C@@H:10]1[CH2:23][OH:24] |f:4.5|. Procedure: A mixture of (2R,3R,4R)-3,4-dibenzyloxy-2-benzyloxymethyl-1-methylpyrrolidine (Compound 3) (38 mg, 0.067 mmol), 10% Pd/C (30 mg), 4 N HCl (0.1 ml) and 99.9% ethanol (5 ml) was reduced in a Parr apparatus at 40 psi for 20 hours. The mixture was filtered and evaporated in vacuo to give (2R,3R,4R)-3,4-dihydroxy-2-hydroxymethyl-1-methylpyrrolidine, hydrochloride (15 mg, yield 88%) as a yellow oil. Starting materials: CNC, Cc1ccccc1, COc1cc2c(C)nc(OS(=O)(=O)c3ccc(C)cc3)c([N+](=O)[O-])c2cc1OC. Yields the product COc1cc2c(C)nc(N(C)C)c([N+](=O)[O-])c2cc1OC. As a reaction SMILES: [CH3:1][NH:2][CH3:3].[CH3:33][c:34]1[cH:35][cH:36][cH:37][cH:38][cH:39]1.[CH3:4][O:5][c:6]1[cH:7][c:8]2[c:9]([N+:30](=[O:31])[O-:32])[c:10]([O:19][S:20]([c:21]3[cH:22][cH:23][c:24]([CH3:25])[cH:26][cH:27]3)(=[O:28])=[O:29])[n:11][c:12]([CH3:18])[c:13]2[cH:14][c:15]1[O:16][CH3:17]>>[CH3:1][N:2]([CH3:3])[c:10]1[c:9]([N+:30](=[O:31])[O-:32])[c:8]2[cH:7][c:6]([O:5][CH3:4])[c:15]([O:16][CH3:17])[cH:14][c:13]2[c:12]([CH3:18])[n:11]1. The reactants are C(=O)(O)C=CCCCCCN1C(=C(C2=CC=CC=C12)C)C=1C=NC=CC1 (1-(7-Carboxyhept-6-enyl)-2-(3-pyridyl)-3-methylindole). Reagents/catalysts: [Pd] (palladium on charcoal). Solvent: C(C)O (ethanol). Run at time 3.5 hour. Product: C(=O)(O)CCCCCCCN1C(=C(C2=CC=CC=C12)C)C=1C=NC=CC1 (1-(7-carboxyheptyl)-3-methyl-2-(3-pyridyl)indole). RXN SMILES: [C:1]([CH:4]=[CH:5][CH2:6][CH2:7][CH2:8][CH2:9][CH2:10][N:11]1[C:19]2[C:14](=[CH:15][CH:16]=[CH:17][CH:18]=2)[C:13]([CH3:20])=[C:12]1[C:21]1[CH:22]=[N:23][CH:24]=[CH:25][CH:26]=1)([OH:3])=[O:2]>C(O)C.[Pd]>[C:1]([CH2:4][CH2:5][CH2:6][CH2:7][CH2:8][CH2:9][CH2:10][N:11]1[C:19]2[C:14](=[CH:15][CH:16]=[CH:17][CH:18]=2)[C:13]([CH3:20])=[C:12]1[C:21]1[CH:22]=[N:23][CH:24]=[CH:25][CH:26]=1)([OH:3])=[O:2]. Procedure: 1-(7-Carboxyhept-6-enyl)-2-(3-pyridyl)-3-methylindole (10 mg) is dissolved in 1 ml of absolute ethanol with a catalytic amount of 10% palladium on charcoal and hydrogenated at 1 atmosphere pressure. After 3.5 hours, the catalyst is removed by filtration and washed with a few milliliters of ethanol. The combined filtrates are concentrated in vacuo to yield a colorless oil which crystallizes to give 1-(7-carboxyheptyl)-3-methyl-2-(3-pyridyl)indole of Example 1 (crude product has m.p. 110°-113°). Starting materials: Cl (hydrochloric acid), Br.NCCCOC1=CC=C(C=C1)C=1C=CC(NN1)=O (6-[4-(3-aminopropoxy)phenyl]pyridazin-3(2H)-one hydrobromide), CN(C1=CC=CC=C1)C (dimethylaniline), ClCCS(=O)(=O)Cl (chloroethylsulfonyl chloride), C[Si](Cl)(C)C (trimethylchlorosilane). Solvent: ClCCl (dichloromethane), ClCCl (dichloromethane), C(C)N(CC)CC (triethylamine). Conditions: time 30 minute. Product: C(=C)S(=O)(=O)NCCCOC1=CC=C(C=C1)C=1C=CC(NN1)=O (6-[4-(3-vinylsulfonylaminopropoxy)phenyl]pyridazin-3(2H)-one). Yield: 71.0%. RXN SMILES: Br.[NH2:2][CH2:3][CH2:4][CH2:5][O:6][C:7]1[CH:12]=[CH:11][C:10]([C:13]2[CH:14]=[CH:15][C:16](=[O:19])[NH:17][N:18]=2)=[CH:9][CH:8]=1.CN(C)C1C=CC=CC=1.C[Si](C)(C)Cl.Cl[CH2:35][CH2:36][S:37](Cl)(=[O:39])=[O:38].Cl>ClCCl.C(N(CC)CC)C>[CH:36]([S:37]([NH:2][CH2:3][CH2:4][CH2:5][O:6][C:7]1[CH:8]=[CH:9][C:10]([C:13]2[CH:14]=[CH:15][C:16](=[O:19])[NH:17][N:18]=2)=[CH:11][CH:12]=1)(=[O:39])=[O:38])=[CH2:35] |f:0.1|. Procedure details: 276 mg of triethylamine was added to a dichloromethane suspension (4 ml) containing 100 mg of 6-[4-(3-aminopropoxy)phenyl]pyridazin-3(2H)-one hydrobromide and 37 mg of dimethylaniline, and the mixture was stirred at room temperature for 30 minutes. Under ice cooling, 86 mg of trimethylchlorosilane was added thereto, and the mixture was stirred at room temperature for 2 hours. Again, under ice cooling, a dichloromethane solution (1 ml) containing 65 mg of chloroethylsulfonyl chloride was added dr... Procedure: To a solution of 4-ethyl-2-hydroxy-5-nitrohexanamide (0.36 g) in acetic acid (5 ml) was added chromium trioxide (0.23 g). The resulting mixture was heated at 100° C. for 40 minutes with stirring. After cooling, the mixture was evaporated to dryness. The resulting residue was diluted with water and then extracted with ethyl acetate. The extract was washed successively with water, an aqueous sodium bicarbonate and brine, and then dried over magnesium sulfate. The solvent was removed by distillatio... Run in C(C)(=O)O (acetic acid). The reagents and catalysts are [O-2].[O-2].[O-2].[Cr+6] (chromium trioxide). Yield: 14.0%. As a reaction SMILES: [CH2:1]([CH:3]([CH:10]([N+:12]([O-:14])=[O:13])[CH3:11])[CH2:4][CH:5]([OH:9])[C:6]([NH2:8])=[O:7])[CH3:2]>C(O)(=O)C.[O-2].[O-2].[O-2].[Cr+6]>[CH2:1]([CH:3]([CH:10]([N+:12]([O-:14])=[O:13])[CH3:11])[CH2:4][C:5](=[O:9])[C:6]([NH2:8])=[O:7])[CH3:2] |f:2.3.4.5|. Conditions: temperature 100 celsius. Yields the product C(C)C(CC(C(=O)N)=O)C(C)[N+](=O)[O-] (4-ethyl-5-nitro-2-oxo-hexanamide). Starting materials: C(C)C(CC(C(=O)N)O)C(C)[N+](=O)[O-] (4-ethyl-2-hydroxy-5-nitrohexanamide). Starting materials: O.O.N[C@@H](CCC(=O)O)C(=O)O.N[C@@H](CCCCN)C(=O)O (L-lysine L-glutamate dihydrate), CO (methanol). The solvent is CCCCCO (n-amyl alcohol), CCCCCO (n-amyl alcohol). Yields the product N[C@@H](CCC(=O)C(CCC[C@H](N)C(=O)O)N)C(=O)O (ε-(γ-glutamyl)-L-lysine). RXN SMILES: O.O.[NH2:3][C@H:4]([C:10]([OH:12])=[O:11])[CH2:5][CH2:6][C:7]([OH:9])=O.[NH2:13][C@H:14]([C:20]([OH:22])=[O:21])[CH2:15][CH2:16][CH2:17][CH2:18][NH2:19].CO>CCCCCO>[NH2:3][C@H:4]([C:10]([OH:12])=[O:11])[CH2:5][CH2:6][C:7]([CH:18]([NH2:19])[CH2:17][CH2:16][CH2:15][C@@H:14]([C:20]([OH:22])=[O:21])[NH2:13])=[O:9] |f:0.1.2.3|. Procedure: The 350 g of the L-lysine L-glutamate dihydrate, α-phase, previously prepared, still containing approximately 15% by weight of methanol, are suspended in 0.85 liter of n-amyl alcohol in a nitrogen atmosphere. The n-amyl alcohol is then heated, followed by the distillation at around 70° first of a ternary mixture containing n-amyl alcohol, methanol and water (approximately 0.1 liter) and then of a binary mixture of n-amyl alcohol and water (approximately 0.1 liter). Heating is terminated at the r... The reactants are Nc1ncc(Br)s1, Br, O=C([O-])O, CC(C)O, SCCN1CCCC1, [Na+]. Product: Nc1ncc(SCCN2CCCC2)s1. As a reaction SMILES: [Br:7][c:8]1[cH:9][n:10][c:11]([NH2:13])[s:12]1.[BrH:6].[C:1](=[O:2])([OH:3])[O-:4].[CH:22]([OH:23])([CH3:24])[CH3:25].[N:14]1([CH2:19][CH2:20][SH:21])[CH2:15][CH2:16][CH2:17][CH2:18]1.[Na+:5]>>[c:8]1([S:21][CH2:20][CH2:19][N:14]2[CH2:15][CH2:16][CH2:17][CH2:18]2)[cH:9][n:10][c:11]([NH2:13])[s:12]1. Starting materials: C([O-])(O)=O.[Na+] (sodium bicarbonate), CN(C=C1C=CC=N1)C (6-dimethylamino-1-azafulvene), 5-butyllithium, CCCCC (pentane), ICCC (1-iodopropane). The solvent is O (water), C1CCOC1 (THF). Conditions: temperature 0 celsius, time 20 minute. Yields the product EtOAc hexanes, C(CC)C1=CC=C(N1)C=O (5-n-propylpyrrole-2-carboxaldehyde). The yield is 60.0%. Reaction SMILES: CN(C)[CH:3]=[C:4]1[N:8]=[CH:7][CH:6]=[CH:5]1.CCC[CH2:13][CH3:14].ICCC.[C:19](=O)(O)[O-:20].[Na+]>C1COCC1.O>[CH2:3]([C:4]1[NH:8][C:7]([CH:19]=[O:20])=[CH:6][CH:5]=1)[CH2:13][CH3:14] |f:3.4|. Reported procedure: To an anhydrous solution of 6-dimethylamino-1-azafulvene dimer (125; 12.0 g, 49.1 mmol) in THF (500 ml) at -15° C. was added dropwise a solution of 5-butyllithium in pentane (1.7 M; 87 ml, 147 mmol) over 5 minutes. The yellow cloudy solution was slowly warmed to 0° C. over 10 minutes and stirred at this temperature for a further 20 minutes. The resulting deep violet colored solution was treated with 1-iodopropane (19.2 ml, 196 mmol) and allowed to warm to room temperature over 2 hours. The mixtu... The reactants are C(C1=CC=CC=C1)OC1=CC(=C(CC2C(N(CC2)[C@@H]2CC[C@@H](CC2)O[Si](C)(C)C(C)(C)C)=O)C(=C1)Cl)Cl (3-(4-benzyloxy-2,6-dichloro-benzyl)-cis-1-[4-(tert-butyl-dimethyl-silanyloxy)-cyclohexyl]-pyrrolidin-2-one), [H][H] (hydrogen). The reagents and catalysts are [OH-].[OH-].[Pd+2] (Pearlman's catalyst). The solvent is O1CCCC1 (tetrahydrofuran). The product is C(C)(C)(C)[Si](O[C@H]1CC[C@H](CC1)N1C(C(CC1)CC1=C(C=C(C=C1Cl)O)Cl)=O)(C)C (cis-1-[4-(tert-butyl-dimethyl-silanyloxy)-cyclohexyl]-3-(2,6-dichloro-4-hydroxy-benzyl)-pyrrolidin-2-one). RXN SMILES: C([O:8][C:9]1[CH:35]=[C:34]([Cl:36])[C:12]([CH2:13][CH:14]2[CH2:18][CH2:17][N:16]([C@H:19]3[CH2:24][CH2:23][C@@H:22]([O:25][Si:26]([C:29]([CH3:32])([CH3:31])[CH3:30])([CH3:28])[CH3:27])[CH2:21][CH2:20]3)[C:15]2=[O:33])=[C:11]([Cl:37])[CH:10]=1)C1C=CC=CC=1.[H][H]>O1CCCC1.[OH-].[OH-].[Pd+2]>[C:29]([Si:26]([CH3:28])([CH3:27])[O:25][C@@H:22]1[CH2:23][CH2:24][C@H:19]([N:16]2[CH2:17][CH2:18][CH:14]([CH2:13][C:12]3[C:11]([Cl:37])=[CH:10][C:9]([OH:8])=[CH:35][C:34]=3[Cl:36])[C:15]2=[O:33])[CH2:20][CH2:21]1)([CH3:31])([CH3:30])[CH3:32] |f:3.4.5|. Procedure: Add a solution of 3-(4-benzyloxy-2,6-dichloro-benzyl)-cis-1-[4-(tert-butyl-dimethyl-silanyloxy)-cyclohexyl]-pyrrolidin-2-one (8.5 g 15.1 mmol) in 25 mL tetrahydrofuran to 0.5 g Pearlman's catalyst and hydrogenate the resulting mixture under a balloon of hydrogen gas 2 hr. Filter through Celite® and concentrate to get a solid. Purify by silica gel chromatography using hexanes/ethyl acetate to recover 4.4 g (61%) of product.